This data is from the Open Reaction Database (ORD), a public repository of structured organic reaction records. The task is: describe an organic reaction: reactants, conditions, products, and yield Reactants: COC(=O)CCc1cccc(CN)c1, Cl, O=S(=O)(Cl)c1ccccc1. The product is COC(=O)CCc1cccc(CNS(=O)(=O)c2ccccc2)c1. RXN SMILES: [CH3:12][O:13][C:14]([CH2:15][CH2:16][c:17]1[cH:18][c:19]([CH2:23][NH2:24])[cH:20][cH:21][cH:22]1)=[O:25].[ClH:11].[c:1]1([S:7](=[O:8])(=[O:9])[Cl:10])[cH:2][cH:3][cH:4][cH:5][cH:6]1>>[c:1]1([S:7](=[O:8])(=[O:9])[NH:24][CH2:23][c:19]2[cH:18][c:17]([CH2:16][CH2:15][C:14]([O:13][CH3:12])=[O:25])[cH:22][cH:21][cH:20]2)[cH:2][cH:3][cH:4][cH:5][cH:6]1. Reactants: BrC1=CC2=CC=C(C=C2C=C1)Br (2,6-dibromonaphthalene), C1(=CC(=CC=C1)B(O)O)C1=CC=CC=C1 (3-biphenylboronic acid), aqueous solution, C([O-])([O-])=O.[Na+].[Na+] (sodium carbonate). Reagents/catalysts: C=1C=CC(=CC1)[P](C=2C=CC=CC2)(C=3C=CC=CC3)[Pd]([P](C=4C=CC=CC4)(C=5C=CC=CC5)C=6C=CC=CC6)([P](C=7C=CC=CC7)(C=8C=CC=CC8)C=9C=CC=CC9)[P](C=1C=CC=CC1)(C=1C=CC=CC1)C=1C=CC=CC1 (tetrakis(triphenylphosphine)palladium). The solvent is C1(=CC=CC=C1)C (toluene). Product: C1(=CC(=CC=C1)C1=CC2=CC=C(C=C2C=C1)Br)C1=CC=CC=C1 (2-(biphenyl-3-yl)-6-bromonaphthalene). Yield: 51.0%. RXN SMILES: Br[C:2]1[CH:11]=[CH:10][C:9]2[C:4](=[CH:5][CH:6]=[C:7]([Br:12])[CH:8]=2)[CH:3]=1.[C:13]1([C:22]2[CH:27]=[CH:26][CH:25]=[CH:24][CH:23]=2)[CH:18]=[CH:17][CH:16]=[C:15](B(O)O)[CH:14]=1.C(=O)([O-])[O-].[Na+].[Na+]>C1C=CC([P]([Pd]([P](C2C=CC=CC=2)(C2C=CC=CC=2)C2C=CC=CC=2)([P](C2C=CC=CC=2)(C2C=CC=CC=2)C2C=CC=CC=2)[P](C2C=CC=CC=2)(C2C=CC=CC=2)C2C=CC=CC=2)(C2C=CC=CC=2)C2C=CC=CC=2)=CC=1.C1(C)C=CC=CC=1>[C:13]1([C:22]2[CH:23]=[CH:24][CH:25]=[CH:26][CH:27]=2)[CH:18]=[CH:17][CH:16]=[C:15]([C:2]2[CH:11]=[CH:10][C:9]3[C:4](=[CH:5][CH:6]=[C:7]([Br:12])[CH:8]=3)[CH:3]=2)[CH:14]=1 |f:2.3.4,^1:37,39,58,77|. Reported procedure: Commercial 2,6-dibromonaphthalene in an amount of 12 g, 11 g of commercial 3-biphenylboronic acid and 180 ml of toluene were mixed together. Then, 5.7 g of tetrakis(triphenylphosphine)palladium and 90 ml of a 2 M aqueous solution of sodium carbonate were added, and the reaction system was purged with argon. After the reaction mixture was heated under the refluxing condition for 7.5 hours, the reaction mixture was cooled by leaving standing. The formed crystals were separated by filtration and su...